Task: describe an organic reaction: reactants, conditions, products, and yield. Dataset: the Open Reaction Database (ORD), a public repository of structured organic reaction records The reactants are [BH3-]C#N, Cc1ccsc1C=O, CC(=O)O, CO, CSc1nc(-c2ccncc2)nn1-c1ccc(N)cc1, [Na+]. Yields the product CSc1nc(-c2ccncc2)nn1-c1ccc(NCc2sccc2C)cc1. RXN SMILES: [C:29]([BH3-:30])#[N:31].[CH3:21][c:22]1[c:23]([CH:27]=[O:28])[s:24][cH:25][cH:26]1.[CH3:33][C:34](=[O:35])[OH:36].[CH3:37][OH:38].[NH2:1][c:2]1[cH:3][cH:4][c:5](-[n:8]2[n:9][c:10](-[c:15]3[cH:16][cH:17][n:18][cH:19][cH:20]3)[n:11][c:12]2[S:13][CH3:14])[cH:6][cH:7]1.[Na+:32]>>[NH:1]([c:2]1[cH:3][cH:4][c:5](-[n:8]2[n:9][c:10](-[c:15]3[cH:16][cH:17][n:18][cH:19][cH:20]3)[n:11][c:12]2[S:13][CH3:14])[cH:6][cH:7]1)[CH2:27][c:23]1[c:22]([CH3:21])[cH:26][cH:25][s:24]1. Reactants: C(C1=CC=CC=C1)SC(CNC(=O)C=1NC2=C(C=C(C=C2C1)OCCOC)NS(=O)(=O)C1=NC=CC=C1)CN1CCS(CC1)(=O)=O (N-[2-(benzylthio)-3-(1,1-dioxidothiomorpholino)propyl]-5-(2-methoxyethoxy)-7-[(pyridin-2-ylsulfonyl)amino]-1H-indole-2-carboxamide), C1(=CC=CC=C1)SC (thioanisole), FC(S(=O)(=O)OS(=O)(=O)C(F)(F)F)(F)F (trifluoromethanesulfonic anhydride), C1(=CC=CC=C1)P(C1=CC=CC=C1)(C1=CC=CC=C1)=O (triphenylphosphine oxide), FC(S(=O)(=O)OS(=O)(=O)C(F)(F)F)(F)F (trifluoromethanesulfonic anhydride), C1(=CC=CC=C1)P(C1=CC=CC=C1)(C1=CC=CC=C1)=O (triphenylphosphine oxide). Solvent: ClCCl (dichloromethane), ClCCl (dichloromethane), O (Water), ClCCl (dichloromethane). Reaction conditions: temperature 0 celsius, time 10 minute. Product: O=S1(CCN(CC1)CC1CN=C(S1)C=1NC2=C(C=C(C=C2C1)OCCOC)NS(=O)(=O)C1=NC=CC=C1)=O (N-[2-{5-[(1,1-dioxidothiomorpholino)methyl]-4,5-dihydro-1,3-thiazol-2-yl}-5-(2-methoxyethoxy)-1H-indol-7-yl]pyridine-2-sulfonamide). Yield: 45.2%. Reaction SMILES: FC(F)(F)S(OS(C(F)(F)F)(=O)=O)(=O)=O.C1(P(=O)(C2C=CC=CC=2)C2C=CC=CC=2)C=CC=CC=1.C([S:43][CH:44]([CH2:73][N:74]1[CH2:79][CH2:78][S:77](=[O:81])(=[O:80])[CH2:76][CH2:75]1)[CH2:45][NH:46][C:47]([C:49]1[NH:50][C:51]2[C:56]([CH:57]=1)=[CH:55][C:54]([O:58][CH2:59][CH2:60][O:61][CH3:62])=[CH:53][C:52]=2[NH:63][S:64]([C:67]1[CH:72]=[CH:71][CH:70]=[CH:69][N:68]=1)(=[O:66])=[O:65])=O)C1C=CC=CC=1.C1(SC)C=CC=CC=1>ClCCl.O>[O:80]=[S:77]1(=[O:81])[CH2:76][CH2:75][N:74]([CH2:73][CH:44]2[S:43][C:47]([C:49]3[NH:50][C:51]4[C:56]([CH:57]=3)=[CH:55][C:54]([O:58][CH2:59][CH2:60][O:61][CH3:62])=[CH:53][C:52]=4[NH:63][S:64]([C:67]3[CH:72]=[CH:71][CH:70]=[CH:69][N:68]=3)(=[O:66])=[O:65])=[N:46][CH2:45]2)[CH2:79][CH2:78]1. Procedure: A mixture of trifluoromethanesulfonic anhydride (100 mg), triphenylphosphine oxide (95 mg) and dichloromethane (5 mL) was stirred at 0° C. for 10 min. A solution of N-[2-(benzylthio)-3-(1,1-dioxidothiomorpholino)propyl]-5-(2-methoxyethoxy)-7-[(pyridin-2-ylsulfonyl)amino]-1H-indole-2-carboxamide (210 mg) and thioanisole (80 mg) in dichloromethane (40 mL) was added dropwise to the reaction mixture under ice-cooling, and the mixture was stirred for 2 hr under ice-cooling. The reaction mixture was a... The reactants are FC1=CC(=C(C=O)C=C1)[N+](=O)[O-] (4-Fluoro-2-nitrobenzaldehyde), COC(C)O (methoxyethanol), CS(=O)C (DMSO). Run in O (water). Run at temperature 60 celsius, time 1.5 hour. The product is COCCOC1=CC(=C(C=O)C=C1)[N+](=O)[O-] (4-(2-methoxyethoxy)-2-nitrobenzaldehyde). Isolated yield 10.0%. RXN SMILES: F[C:2]1[CH:9]=[CH:8][C:5]([CH:6]=[O:7])=[C:4]([N+:10]([O-:12])=[O:11])[CH:3]=1.[CH3:13][O:14][CH:15](O)[CH3:16].CS(C)=[O:20]>O>[CH3:13][O:14][CH2:15][CH2:16][O:20][C:2]1[CH:9]=[CH:8][C:5]([CH:6]=[O:7])=[C:4]([N+:10]([O-:12])=[O:11])[CH:3]=1. Reported procedure: 4-Fluoro-2-nitrobenzaldehyde (0.20 g, 1.2 mmol), methoxyethanol (0.28 mL, 3.6 mmol) and DMSO (2.0 mL) were added and stirred at 60° C. for 1.5 hours. The reaction mixture was added with water and was washed with hexane/ethyl acetate=4/1 to remove impurities. After removing impurities, the reaction mixture was extracted with ethyl acetate, and the organic layer was washed with water and saturated brine and dried over anhydrous magnesium sulfate. Then, the solvent was evaporated under reduced pres... Starting materials: BrC1=CC(=C(C=C1)CN1C(C2=CC=CC=C2CC1=O)=O)F (2-[(4-bromo-2-fluorophenyl)methyl]-1,3(2H, 3H)-isoquinolinedione), C[Si](C)(C)[N-][Si](C)(C)C.[Li+] (lithium bis(trimethylsilyl)amide), ClC(=O)OC1CC(CCC1C(C)C)C ((-)menthyl chloroformate). Solvent: C1CCOC1 (THF). Run at time 10 minute. Product: C1(CC(C(CC1)C(C)C)OC(=O)C1C(N(C(C2=CC=CC=C12)=O)CC1=C(C=C(C=C1)Br)F)=O)C (2-[(4-Bromo-2-fluorophenyl)methyl]-1,2,3,4-tetrahydro-1,3-dioxo-4-isoquinolinecarboxylic Acid Menthyl Ester). The yield is 74.4%. RXN SMILES: [Br:1][C:2]1[CH:7]=[CH:6][C:5]([CH2:8][N:9]2[C:18](=[O:19])[CH2:17][C:16]3[C:11](=[CH:12][CH:13]=[CH:14][CH:15]=3)[C:10]2=[O:20])=[C:4]([F:21])[CH:3]=1.C[Si]([N-][Si](C)(C)C)(C)C.[Li+].Cl[C:33]([O:35][CH:36]1[CH:41]([CH:42]([CH3:44])[CH3:43])[CH2:40][CH2:39][CH:38]([CH3:45])[CH2:37]1)=[O:34]>C1COCC1>[CH:38]1([CH3:45])[CH2:39][CH2:40][CH:41]([CH:42]([CH3:44])[CH3:43])[CH:36]([O:35][C:33]([CH:17]2[C:16]3[C:11](=[CH:12][CH:13]=[CH:14][CH:15]=3)[C:10](=[O:20])[N:9]([CH2:8][C:5]3[CH:6]=[CH:7][C:2]([Br:1])=[CH:3][C:4]=3[F:21])[C:18]2=[O:19])=[O:34])[CH2:37]1 |f:1.2|. Procedure details: To a cold (-78° C.) solution of 2-[(4-bromo-2-fluorophenyl)methyl]-1,3(2H, 3H)-isoquinolinedione (9.0 g, 25.86 mmol) in anhydrous THF (120 mL) was added lithium bis(trimethylsilyl)amide (1.0M solution in THF, 56.91 mL, 56.91 mmol), dropwise over a 10 minute period. After stirring for 3 hours, (-)menthyl chloroformate (8.48 mL, 38.79 mmol) was added and the reaction was allowed to warm up to room temperature. The mixture during that period turned a dark color. It was stirred an additional 30 minu... Procedure: (E)-N,N-Dimethyl-[5-[5-(2-phenylethenyl)thiophene-2-carbonyl]-4,5,6,7-tetrahydrofuro[3,2-c]pyridin-2-ylmethyl]amine 0.124 g was dissolved in 2 ml of methanol; hydrogen chloride in ethyl acetate was added in excess, followed by stirring. This mixture was concentrated and washed with diethyl ether to yield the desired product. Run in CO (methanol), C(C)(=O)OCC (ethyl acetate). Product: Cl.CN(C)CC1=CC=2CN(CCC2O1)C(=O)C=1SC(=CC1)\C=C\C1=CC=CC=C1 ((E)-N,N-dimethyl-[5-[5-(2-phenylethenyl)thiophene-2-carbonyl]-4,5,6,7-tetrahydrofuro[3,2-c]pyridin-2-ylmethyl]amine hydrochloride). Reaction SMILES: [CH3:1][N:2]([CH2:4][C:5]1[O:13][C:12]2[CH2:11][CH2:10][N:9]([C:14]([C:16]3[S:17][C:18](/[CH:21]=[CH:22]/[C:23]4[CH:28]=[CH:27][CH:26]=[CH:25][CH:24]=4)=[CH:19][CH:20]=3)=[O:15])[CH2:8][C:7]=2[CH:6]=1)[CH3:3].[ClH:29]>CO.C(OCC)(=O)C>[ClH:29].[CH3:1][N:2]([CH2:4][C:5]1[O:13][C:12]2[CH2:11][CH2:10][N:9]([C:14]([C:16]3[S:17][C:18](/[CH:21]=[CH:22]/[C:23]4[CH:28]=[CH:27][CH:26]=[CH:25][CH:24]=4)=[CH:19][CH:20]=3)=[O:15])[CH2:8][C:7]=2[CH:6]=1)[CH3:3] |f:4.5|. The reactants are CN(C)CC1=CC=2CN(CCC2O1)C(=O)C=1SC(=CC1)\C=C\C1=CC=CC=C1 ((E)-N,N-Dimethyl-[5-[5-(2-phenylethenyl)thiophene-2-carbonyl]-4,5,6,7-tetrahydrofuro[3,2-c]pyridin-2-ylmethyl]amine), Cl (hydrogen chloride).